The task is: describe an organic reaction: reactants, conditions, products, and yield. This data is from the Open Reaction Database (ORD), a public repository of structured organic reaction records. Reactants: CCc1cccc(C)c1N, CCO, Cl, O=N[O-], [Na+], O, O=S(=O)(O)O. Product: CCc1cccc(C)c1O. RXN SMILES: [CH2:6]([CH3:7])[c:8]1[c:9]([NH2:10])[c:11]([CH3:15])[cH:12][cH:13][cH:14]1.[CH3:22][CH2:23][OH:24].[ClH:1].[N:2]([O-:3])=[O:4].[Na+:5].[OH2:21].[S:16]([OH:17])(=[O:18])(=[O:19])[OH:20]>>[CH2:6]([CH3:7])[c:8]1[c:9]([OH:17])[c:11]([CH3:15])[cH:12][cH:13][cH:14]1. The reactants are C(=O)(OC)COC1=CC=C(C=C1)C=C(C)[N+](=O)[O-] (1-(4-Carbomethoxymethoxyphenyl)-2-nitroprop-1-ene), aluminium amalgam, mercuric chloride, [Al] (aluminium). Solvent: O1CCCC1 (tetrahydrofuran). The product is C(=O)(OC)COC1=CC=C(C=C1)CC(C)=NO (1-(4-Carbomethoxymethoxyphenyl)propan-2-one oxime). Yield: 91.3%. RXN SMILES: [C:1]([CH2:5][O:6][C:7]1[CH:12]=[CH:11][C:10]([CH:13]=[C:14]([N+:16]([O-])=[O:17])[CH3:15])=[CH:9][CH:8]=1)([O:3][CH3:4])=[O:2].[Al]>O1CCCC1>[C:1]([CH2:5][O:6][C:7]1[CH:12]=[CH:11][C:10]([CH2:13][C:14](=[N:16][OH:17])[CH3:15])=[CH:9][CH:8]=1)([O:3][CH3:4])=[O:2]. Procedure details: 1-(4-Carbomethoxymethoxyphenyl)-2-nitroprop-1-ene (8.7 g) in tetrahydrofuran (100 ml) was stirred with aluminium amalgam, made in the normal way from aluminium (6 g) and mercuric chloride (3 g). The mixture was cooled in ice and stirring was continued until reaction was complete. The slurry was filtered through celite and the filtrate was evaporated to give a cream solid (7.5 g). τ(CDCl3) 8.24 (3H, s), 6.36 (2H, s), 6.24 (3H, s), 5.43 (2H, s), 3.20 (2H, d, J=8 Hz), 2.83 (2H, d, J=8 Hz), 2.5-3.4 ... The reactants are S(=O)(=O)(C1=CC=C(C)C=C1)N1N=CC(=C1)N (1-tosyl-1H-pyrazol-4-amine), C1(OC(C2=CC=CC=C12)=O)=O (isobenzofuran-1,3-dione). The solvent is CN(C)C=O.C(C)#N (DMF Acetonitrile), O (H2O). The product is N1N=CC(=C1)N1C(C2=CC=CC=C2C1=O)=O (2-(1H-pyrazol-4-yl)isoindoline-1,3-dione). Isolated yield 92.3%. As a reaction SMILES: S([N:11]1[CH:15]=[C:14]([NH2:16])[CH:13]=[N:12]1)(C1C=CC(C)=CC=1)(=O)=O.[C:17]1(=[O:27])[C:25]2[C:20](=[CH:21][CH:22]=[CH:23][CH:24]=2)[C:19](=[O:26])O1>CN(C=O)C.C(#N)C.O>[NH:11]1[CH:15]=[C:14]([N:16]2[C:19](=[O:26])[C:20]3[C:25](=[CH:24][CH:23]=[CH:22][CH:21]=3)[C:17]2=[O:27])[CH:13]=[N:12]1 |f:2.3|. Procedure details: 1-tosyl-1H-pyrazol-4-amine (example 9-1b) (3 g, 12.7 mmol) and isobenzofuran-1,3-dione (1.9 g, 13 mmol) were stirred in DMF/Acetonitrile (1/1) (20 mL) at 100° C. for 1 hour. The mixture was cooled and diluted with H2O. The precipitate was collected by filtration, washed with additional water followed by ethyl acetate and hexanes. The solid product was dried under high vacuum to afford 2-(1H-pyrazol-4-yl)isoindoline-1,3-dione (2.5 g, 92%) as a yellow solid. MS M+H calculated 214.1; found 214.1. 1... Reactants: FC1=C(CN2N=CC=3C(=CC=CC23)N)C=CC(=C1)F (1-(2,4-difluorobenzyl)-1H-indazol-4-amine), C(C)OC1=CC=2N(C=C1)C(=CN2)C(=O)O (7-ethoxyimidazo[1,2-a]pyridine-3-carboxylic acid), C(C1=CC=CC=C1)N1N=CC=2C(=CC=CC12)N (1-benzyl-1H-indazol-4-amine). Product: C(C1=CC=CC=C1)N1N=CC2=C(C=CC=C12)NC(=O)C1=CN=C2N1C=CC(=C2)OCC (N-(1-benzyl-1H-indazol-4-yl)-7-ethoxyimidazo[1,2-a]pyridine-3-carboxamide). As a reaction SMILES: F[C:2]1[CH:18]=[C:17](F)[CH:16]=[CH:15][C:3]=1[CH2:4][N:5]1[C:13]2[CH:12]=[CH:11][CH:10]=[C:9]([NH2:14])[C:8]=2[CH:7]=[N:6]1.[CH2:20]([O:22][C:23]1[CH:28]=[CH:27][N:26]2[C:29]([C:32](O)=[O:33])=[CH:30][N:31]=[C:25]2[CH:24]=1)[CH3:21].C(N1C2C=CC=C(N)C=2C=N1)C1C=CC=CC=1>>[CH2:4]([N:5]1[C:13]2[C:8](=[C:9]([NH:14][C:32]([C:29]3[N:26]4[CH:27]=[CH:28][C:23]([O:22][CH2:20][CH3:21])=[CH:24][C:25]4=[N:31][CH:30]=3)=[O:33])[CH:10]=[CH:11][CH:12]=2)[CH:7]=[N:6]1)[C:3]1[CH:15]=[CH:16][CH:17]=[CH:18][CH:2]=1. Procedure details: Prepared according to the method of Example 109, replacing 7-(2-methoxyethoxy)imidazo[1,2-a]pyridine-3-carboxylic acid and 1-(2,4-difluorobenzyl)-1H-indazol-4-amine with 7-ethoxyimidazo[1,2-a]pyridine-3-carboxylic acid and 1-benzyl-1H-indazol-4-amine, respectively. MS (APCI) m/z=412 (M+H).